From a dataset of the Open Reaction Database (ORD), a public repository of structured organic reaction records. describe an organic reaction: reactants, conditions, products, and yield The reactants are N1=CC(=CC2=CC=CC=C12)C(=O)O (3-quinolinecarboxylic acid), N#N.N[C@@H](CC(N)=O)C(=O)N[C@H]([C@@H](C[C@@]1(N(CCC1)C(C)(C)C)C(=O)N)O)CC1=CC=CC=C1 (N2 [3(S)-[[L-asparaginyl]amino]-2(R)-hydroxy-4-phenylbutyl]-N1 -tert.butyl-L-prolinamide). Yields the product OC1=CC=CC=2NN=NC21 (hydroxybenzotriazole), C(C)N1CCOCC1 (N-ethylmorpholine), C1(CCCCC1)N=C=NC1CCCCC1 (dicyclohexylcarbodiimide). Reaction SMILES: [N:1]#[N:2].N[C@H](C(N[C@@H](C[C:29]1[CH:34]=[CH:33][CH:32]=[CH:31][CH:30]=1)[C@H](O)C[C@@:15]1([C:24](N)=[O:25])C[CH2:18][CH2:17][N:16]1[C:20](C)(C)[CH3:21])=O)CC(=[O:8])N.[N:35]1[C:44]2[C:39](=[CH:40][CH:41]=[CH:42][CH:43]=2)C=C(C(O)=O)[CH:36]=1>>[OH:8][C:39]1[C:44]2[N:35]=[N:2][NH:1][C:43]=2[CH:42]=[CH:41][CH:40]=1.[CH2:17]([N:16]1[CH2:15][CH2:24][O:25][CH2:21][CH2:20]1)[CH3:18].[CH:44]1([N:35]=[C:36]=[N:1][CH:29]2[CH2:30][CH2:31][CH2:32][CH2:33][CH2:34]2)[CH2:39][CH2:40][CH2:41][CH2:42][CH2:43]1 |f:0.1|. Procedure details: In a manner analogous to that described in Example 27 from 228 mg of N2 -[3(S)-[[L-asparaginyl]amino]-2(R)-hydroxy-4-phenylbutyl]-N1 -tert.butyl-L-prolinamide. 88 mg of 3-quinolinecarboxylic acid; 69 mg of hydroxybenzotriazole, 59 mg of N-ethylmorpholine and 116 mg of dicyclohexylcarbodiimide there were obtained, after chromatography on silica gel using dichloromethane/methanol (9:1) for the elution, 86 mg of N1 -tert.butyl-N2 -[2(R)-hydroxy-4-phenyl-3(S)-[[N-(3-quinolylcarbonyl)-L-asparaginyl]a... Starting materials: C(Cl)C1CO1 (epichlorohydrin), OC=1C=CC2=C(C=CO2)C1 (5-hydroxybenzofuran), OC=1C=CC2=C(C=C(O2)C)C1 (5-hydroxy-2-methylbenzofuran), N1CCCCC1 (piperidine), OC1=CC=CC=2C=COC21 (7-hydroxybenzofuran), OC1=CC=CC2=C1C=C(O2)C (4-hydroxy-2-methylbenzofuran), OC1=CC=CC2=C1C=CO2 (4-hydroxybenzofuran), OC1=CC2=C(C(=CO2)C)C=C1 (6-hydroxy-3-methylbenzofuran). Run in C(C)O (ethanol), C(C)O (ethanol). Yields the product NC1CC2=CC=CC=C2CC1 (2-aminotetralin). As a reaction SMILES: [CH2:1]([CH:3]1O[CH2:4]1)Cl.O[C:7]1[C:12]2[CH:13]=C(C)O[C:11]=2[CH:10]=[CH:9][CH:8]=1.OC1C2C=COC=2C=CC=1.OC1C=CC2OC=CC=2C=1.OC1C=CC2OC(C)=CC=2C=1.OC1C=CC2C(C)=COC=2C=1.OC1C2OC=CC=2C=CC=1.[NH:69]1CCCCC1>C(O)C>[NH2:69][CH:3]1[CH2:4][CH2:13][C:12]2[C:7](=[CH:8][CH:9]=[CH:10][CH:11]=2)[CH2:1]1. Reported procedure: Following the procedure of Example 32, and reacting epichlorohydrin with 4-hydroxy-2-methylbenzofuran, 4-hydroxybenzofuran, 5-hydroxybenzofuran, 5-hydroxy-2-methylbenzofuran, 6-hydroxy-3-methylbenzofuran or 7-hydroxybenzofuran, in the presence of piperidine, dissolving the thus obtained raw epoxide in absolute ethanol and adding thereto an ethanol solution of 2-aminotetralin, the following compounds are obtained respectively Reactants: [Cl-].FC1=C(C[Zn+])C=CC(=C1)F (2,4-difluorobenzylzinc chloride), O1C(OCC1)C1=CC=2C(CCC(C2C=C1Br)(C)C)(C)C (2-(1,3-dioxolan-2-yl)-3-bromo-5,5,8,8-tetramethyl-5,6,7,8-tetrahydronaphthalene), tetrakis(triphenylphospine)palladium(0). Solvent: O1CCCC1 (tetrahydrofuran). Product: O1C(OCC1)C1=CC=2C(CCC(C2C=C1CC1=C(C=C(C=C1)F)F)(C)C)(C)C (2-(1,3-dioxolan-2-yl)-3-(2,4-difluorobenzyl)-5,5,8,8-tetramethyl-5,6,7,8-tetrahydronaphthalene). Isolated yield 85.7%. RXN SMILES: [O:1]1[CH2:5][CH2:4][O:3][CH:2]1[C:6]1[C:15](Br)=[CH:14][C:13]2[C:12]([CH3:18])([CH3:17])[CH2:11][CH2:10][C:9]([CH3:20])([CH3:19])[C:8]=2[CH:7]=1.[Cl-].[F:22][C:23]1[CH:30]=[C:29]([F:31])[CH:28]=[CH:27][C:24]=1[CH2:25][Zn+]>O1CCCC1>[O:1]1[CH2:5][CH2:4][O:3][CH:2]1[C:6]1[C:15]([CH2:25][C:24]2[CH:27]=[CH:28][C:29]([F:31])=[CH:30][C:23]=2[F:22])=[CH:14][C:13]2[C:12]([CH3:18])([CH3:17])[CH2:11][CH2:10][C:9]([CH3:20])([CH3:19])[C:8]=2[CH:7]=1 |f:1.2|. Procedure: To a mixture of 2-(1,3-dioxolan-2-yl)-3-bromo-5,5,8,8-tetramethyl-5,6,7,8-tetrahydronaphthalene (250 mg, 0.74 mmol) and tetrakis(triphenylphospine)palladium(0) (21 mg, 0.018 mmol) under an argon atmosphere was added a 0.5 M tetrahydrofuran solution of 2,4-difluorobenzylzinc chloride (7.3 mL, 3.68 mmol). The reaction was stirred at reflux overnight and partitioned between saturated ammonium chloride solution and ethyl acetate. The organic layer was washed with brine, dried over MgSO4, and concent...